Dataset: the Open Reaction Database (ORD), a public repository of structured organic reaction records. Task: describe an organic reaction: reactants, conditions, products, and yield Reactants: FC([C@](CC=O)(C1=C(C=CC=C1)F)N[S@@](=O)C(C)(C)C)F ((S)—N—((S)-1,1-difluoro-2-(2-fluorophenyl)-4-oxobutan-2-yl)-2-methylpropane-2-sulfinamide), FC(F)(F)[Si](C)(C)C ((trifluoromethyl)trimethylsilane), CCCC[N+](CCCC)(CCCC)CCCC.[F-] (TBAF). The solvent is C1CCOC1 (THF). Run at temperature 0 celsius, time 3 minute. Product: CC(C)(C)[S@](=O)N[C@@](C(F)F)(C[C@H](C(F)(F)F)O)C1=C(C=CC=C1)F ((S)-2-methyl-N-((2S,4R)-1,1,5,5,5-pentafluoro-2-(2-fluorophenyl)-4-hydroxypentan-2-yl)propane-2-sulfinamide). As a reaction SMILES: [F:1][CH:2]([F:21])[C@@:3]([NH:14][S@:15]([C:17]([CH3:20])([CH3:19])[CH3:18])=[O:16])([C:7]1[CH:12]=[CH:11][CH:10]=[CH:9][C:8]=1[F:13])[CH2:4][CH:5]=[O:6].[F:22][C:23]([Si](C)(C)C)([F:25])[F:24].CCCC[N+](CCCC)(CCCC)CCCC.[F-]>C1COCC1>[CH3:19][C:17]([S@@:15]([NH:14][C@:3]([C:7]1[CH:12]=[CH:11][CH:10]=[CH:9][C:8]=1[F:13])([CH2:4][C@@H:5]([OH:6])[C:23]([F:25])([F:24])[F:22])[CH:2]([F:1])[F:21])=[O:16])([CH3:18])[CH3:20] |f:2.3|. Procedure details: Intermediates XVII-1 and XVII-2: In a dry flask under an inert atmosphere a solution of (S)—N—((S)-1,1-difluoro-2-(2-fluorophenyl)-4-oxobutan-2-yl)-2-methylpropane-2-sulfinamide (XVI-1) (1.45 g, 4.51 mmol) in THF (30 ml) was treated at 0° C. with (trifluoromethyl)trimethylsilane (1.28 g, 1.33 ml, 9.02 mmol) and dropwise with TBAF (1 M in THF, dried over molecular sieves 4 Å; 0.451 ml, 0.451 mmol). The slightly exothermic addition was completed within 3 min, thereafter the reaction mixture was st... Starting materials: ClC(=C[C@H]1C([C@H]1C(=O)O)(C)C)Cl (cis 3-(2,2-dichloroethenyl)-2,2-dimethylcyclopropane-1-carboxylic acid), ClC(=C[C@H]1C([C@H]1C(=O)O)(C)C)Cl (cis 3-(2,2-dichloroethenyl)-2,2-dimethylcyclopropane-1-carboxylic acid), [OH-].[Na+] (Sodium hydroxide). The solvent is O (water). Yields the product ClC(=CC1C(C1C(=O)O)(C)C)Cl (3-(2,2-dichloroethenyl)-2,2-dimethylcyclopropane-1-carboxylic acid). The yield is 87.0%. RXN SMILES: [Cl:1][C:2]([Cl:12])=[CH:3][C@@H:4]1[C@H:6]([C:7]([OH:9])=[O:8])[C:5]1([CH3:11])[CH3:10].[OH-].[Na+]>O>[Cl:1][C:2]([Cl:12])=[CH:3][CH:4]1[CH:6]([C:7]([OH:9])=[O:8])[C:5]1([CH3:10])[CH3:11] |f:1.2|. Procedure: Conversion to high cis 3-(2,2-dichloroethenyl)-2,2-dimethylcyclopropane-1-carboxylic acid (compound C acid). Sodium hydroxide (20 g, 0.5 mole) in 100 ml of water was added to the reaction mixture above with vigorous stirring and the whole was heated at 100° for 5 hours under conditions allowing for the distillation of the tert-butanol present from the Phase (a) reaction. The mixture was allowed to cool to room temperature, then washed with ether and made acidic with concentrated hydrochloric aci... Reactants: [NH4+].[Cl-] (NH4Cl), [H-].[Na+] (Sodium hydride), S1C(=NC2=C1C=CC=C2)N[C@H]2C[C@H](C2)O (cis-3-(benzothiazol-2-ylamino)-cyclobutanol), FC1=NC=C(C=C1C1CCOCC1)F (2,5-difluoro-3-(tetrahydro-pyran-4-yl)-pyridine). The solvent is CCOC(=O)C (EtOAc), CN(C)C=O (DMF). Conditions: time 1 hour. Product: S1C(=NC2=C1C=CC=C2)N[C@@H]2C[C@H](C2)C2=NC=C(C=C2C2CCOCC2)F (trans-benzothiazol-2-yl-{3-[5-fluoro-3-(tetrahydro-pyran-4-yl)-pyridin-2-yl]-cyclobutyl}-amine). Yield: 11.5%. As a reaction SMILES: [H-].[Na+].[S:3]1[C:7]2[CH:8]=[CH:9][CH:10]=[CH:11][C:6]=2[N:5]=[C:4]1[NH:12][C@@H:13]1[CH2:16][C@H:15](O)[CH2:14]1.F[C:19]1[C:24]([CH:25]2[CH2:30][CH2:29][O:28][CH2:27][CH2:26]2)=[CH:23][C:22]([F:31])=[CH:21][N:20]=1.[NH4+].[Cl-]>CN(C=O)C.CCOC(C)=O>[S:3]1[C:7]2[CH:8]=[CH:9][CH:10]=[CH:11][C:6]=2[N:5]=[C:4]1[NH:12][C@H:13]1[CH2:16][C@H:15]([C:19]2[C:24]([CH:25]3[CH2:26][CH2:27][O:28][CH2:29][CH2:30]3)=[CH:23][C:22]([F:31])=[CH:21][N:20]=2)[CH2:14]1 |f:0.1,4.5|. Reported procedure: Sodium hydride (81.8 mg, 2.0 mmol) was added to a solution of cis-3-(benzothiazol-2-ylamino)-cyclobutanol (150 mg, 0.68 mmol) in DMF (3 mL) under argon and the mixture was stirred for 1 h at RT. Then 2,5-difluoro-3-(tetrahydro-pyran-4-yl)-pyridine (162 mg, 0.82 mmol) was added and the mixture was heated to 100° C. for 2 h. It was cooled to RT and EtOAc (25 mL) and saturated NH4Cl (15 mL) were added. The organic layer was separated, washed with water (2×25 mL), brine (25 mL), dried over MgSO4, fi... Reactants: C(CCC)[Li] (n-butyllithium), FC1=C(C(=C(C=C1F)F)F)O (2,3,5,6-tetrafluorophenol), ClC[Si](OCC)(OCC)OCC ((chloromethyl)triethoxysilane). Solvent: C1(=CC=CC=C1)C (toluene). Reaction conditions: time 2 hour. Product: FC1=C(C(=C(C=C1F)F)F)OC[Si](OCC)(OCC)OCC ((2,3,5,6-Tetrafluorophenyloxymethyl)triethoxysilane). RXN SMILES: [F:1][C:2]1[C:7]([F:8])=[CH:6][C:5]([F:9])=[C:4]([F:10])[C:3]=1[OH:11].C([Li])CCC.Cl[CH2:18][Si:19]([O:26][CH2:27][CH3:28])([O:23][CH2:24][CH3:25])[O:20][CH2:21][CH3:22]>C1(C)C=CC=CC=1>[F:1][C:2]1[C:7]([F:8])=[CH:6][C:5]([F:9])=[C:4]([F:10])[C:3]=1[O:11][CH2:18][Si:19]([O:20][CH2:21][CH3:22])([O:26][CH2:27][CH3:28])[O:23][CH2:24][CH3:25]. Procedure: 3.32 g (20 mmol) of 2,3,5,6-tetrafluorophenol are dissolved in 50 ml of toluene, and 8 ml of n-butyllithium (2.5 M in hexane) are added at 0° C. After warming to room temperature, the solution is stirred for a further 2 hours. Then 4.3 g of (chloromethyl)triethoxysilane (20 mmol) are added dropwise and the reaction mixture is boiled under reflux for 6 hours. The resulting suspension is filtered and the solvent is stripped off in vacuo. The pale yellow liquid which remains is subjected to fractio... Reactants: NC=1C=C(C(N(C1)C)=O)C (5-amino-1,3-dimethylpyridin-2(1H)-one), ClC1=CC=C(C=O)C=C1 (4-chlorobenzaldehyde), C1(CC1)C(CC(C(=O)OCC)=O)=O (ethyl 4-cyclopropyl-2,4-dioxobutanoate). Solvent: C(C)(=O)O (acetic acid). Run at temperature 100 celsius, time 2 hour. Yields the product ClC1=CC=C(C=C1)C1N(C(C(=C1C(CC)=O)O)=O)C=1C=C(C(N(C1)C)=O)C (5-(2-(4-chlorophenyl)-4-hydroxy-5-oxo-3-propionyl-2,5-dihydro-1H-pyrrol-1-yl)-1,3-dimethylpyridin-2(1H)-one). Yield: 68.1%. RXN SMILES: [NH2:1][C:2]1[CH:3]=[C:4]([CH3:10])[C:5](=[O:9])[N:6]([CH3:8])[CH:7]=1.[Cl:11][C:12]1[CH:19]=[CH:18][C:15]([CH:16]=O)=[CH:14][CH:13]=1.[CH:20]1([C:23](=[O:32])[CH2:24][C:25](=[O:31])[C:26](OCC)=[O:27])C[CH2:21]1>C(O)(=O)C>[Cl:11][C:12]1[CH:19]=[CH:18][C:15]([CH:16]2[C:24]([C:23](=[O:32])[CH2:20][CH3:21])=[C:25]([OH:31])[C:26](=[O:27])[N:1]2[C:2]2[CH:3]=[C:4]([CH3:10])[C:5](=[O:9])[N:6]([CH3:8])[CH:7]=2)=[CH:14][CH:13]=1. Reported procedure: A mixture of 5-amino-1,3-dimethylpyridin-2(1H)-one (Step 20.2) (1.77 g, 12.78 mmol), 4-chlorobenzaldehyde (1.63 g, 11.62 mmol) and ethyl 4-cyclopropyl-2,4-dioxobutanoate (2 g, 11.62 mmol) in acetic acid (10 mL) was stirred for 2 h at 100° C. The reaction mixture was concentrated, diluted with CH2Cl2/1 N NaOH, and extracted with CH2Cl2. The combined organic extracts were discarded. The aqueous layer was acidified to pH 3 with 6 N HCl and extracted twice with CH2Cl2. The combined organic extracts ... The reactants are C(CCC)[Li] (butyllithium), Cl (hydrochloric acid), ClC1=C(C=CC(=C1)Cl)C=1N=CN(C1)S(N(C)C)(=O)=O (4-(2,4-Dichlorophenyl)-1-(dimethylsulphamoyl)imidazole), CN(C=O)C (dimethylformamide). Run in CCCCCC (hexane), O1CCCC1 (tetrahydrofuran). The product is ClC1=C(C=CC(=C1)Cl)C=1N=C(N(C1)S(N(C)C)(=O)=O)C=O (4-(2,4-dichlorophenyl)-1-(dimethylsulphamoyl)-2-formylimidazole). Reaction SMILES: [Cl:1][C:2]1[CH:7]=[C:6]([Cl:8])[CH:5]=[CH:4][C:3]=1[C:9]1[N:10]=[CH:11][N:12]([S:14](=[O:19])(=[O:18])[N:15]([CH3:17])[CH3:16])[CH:13]=1.C([Li])CCC.CN(C)[CH:27]=[O:28].Cl>O1CCCC1.CCCCCC>[Cl:1][C:2]1[CH:7]=[C:6]([Cl:8])[CH:5]=[CH:4][C:3]=1[C:9]1[N:10]=[C:11]([CH:27]=[O:28])[N:12]([S:14](=[O:18])(=[O:19])[N:15]([CH3:16])[CH3:17])[CH:13]=1. Procedure details: To 4-(2,4-Dichlorophenyl)-1-(dimethylsulphamoyl)imidazole, (8.0 g) in tetrahydrofuran (125ml), maintained under a dry nitrogen atmosphere at -60° was added 2.6M butyllithium in hexane (10.57 ml). The solution was stirred and after a short time dimethylformamide (2.9 ml) was added. The mixture was warmed slowly to room temperature and then added to dilute hydrochloric acid. The product was extracted with ethyl acetate and the extract washed with water, dried the solvent evaporated and the solid r...